The task is: describe an organic reaction: reactants, conditions, products, and yield. This data is from the Open Reaction Database (ORD), a public repository of structured organic reaction records. Reactants: B, CSC, NC(=O)C(N)Cc1c[nH]c2ccccc12, [Na+], C1CCOC1, [OH-], O. Product: NCC(N)Cc1c[nH]c2ccccc12. Reaction SMILES: [BH3:24].[CH3:21][S:22][CH3:23].[NH2:6][CH:7]([CH2:8][c:9]1[cH:10][nH:11][c:12]2[cH:13][cH:14][cH:15][cH:16][c:17]12)[C:18](=[O:19])[NH2:20].[Na+:26].[O:1]1[CH2:2][CH2:3][CH2:4][CH2:5]1.[OH-:25].[OH2:27]>>[NH2:6][CH:7]([CH2:8][c:9]1[cH:10][nH:11][c:12]2[cH:13][cH:14][cH:15][cH:16][c:17]12)[CH2:18][NH2:20]. The reactants are Cl.NC1CCN(CC1)CCN1C(C=NC2=CC=C(C=C12)OC)=O (1-(2-(4-aminopiperidin-1-yl)ethyl)-7-methoxyquinoxalin-2(1H)-one hydrochloride), O=C1NC2=C(SC1)C=CC(=N2)C=O (3-oxo-3,4-dihydro-2H-pyrido(3,2-b)(1,4)thiazine-6-carbaldehyde), C(O)([O-])=O.[Na+] (sodium hydrogen carbonate), C(C)(=O)O[BH-](OC(C)=O)OC(C)=O.[Na+] (sodium triacetoxyborohydride). Run in C(C)N(CC)CC (triethylamine), C(C)(=O)O (acetic acid), CN(C=O)C (N,N-dimethylformamide), C(C)(=O)OCC (ethyl acetate). Reaction conditions: time 3 hour. The product is COC1=CC=C2N=CC(N(C2=C1)CCN1CCC(CC1)NCC=1C=CC=2SCC(NC2N1)=O)=O (6-(((1-(2-(7-methoxy-2-oxoquinoxalin-1(2H)-yl)ethyl)piperidin-4-yl)amino)methyl)-2H-pyrido(3,2-b)(1,4)thiazin-3(4H)-one). The yield is 28.1%. As a reaction SMILES: Cl.[NH2:2][CH:3]1[CH2:8][CH2:7][N:6]([CH2:9][CH2:10][N:11]2[C:20]3[C:15](=[CH:16][CH:17]=[C:18]([O:21][CH3:22])[CH:19]=3)[N:14]=[CH:13][C:12]2=[O:23])[CH2:5][CH2:4]1.[O:24]=[C:25]1[CH2:30][S:29][C:28]2[CH:31]=[CH:32][C:33]([CH:35]=O)=[N:34][C:27]=2[NH:26]1.C(O[BH-](OC(=O)C)OC(=O)C)(=O)C.[Na+].C(=O)([O-])O.[Na+]>C(OCC)(=O)C.C(N(CC)CC)C.C(O)(=O)C.CN(C)C=O>[CH3:22][O:21][C:18]1[CH:19]=[C:20]2[C:15]([N:14]=[CH:13][C:12](=[O:23])[N:11]2[CH2:10][CH2:9][N:6]2[CH2:5][CH2:4][CH:3]([NH:2][CH2:35][C:33]3[CH:32]=[CH:31][C:28]4[S:29][CH2:30][C:25](=[O:24])[NH:26][C:27]=4[N:34]=3)[CH2:8][CH2:7]2)=[CH:16][CH:17]=1 |f:0.1,3.4,5.6|. Reported procedure: To 2 mL of an N,N-dimethylformamide solution containing 63 mg of 1-(2-(4-aminopiperidin-1-yl)ethyl)-7-methoxyquinoxalin-2(1H)-one hydrochloride, 36 mg of 3-oxo-3,4-dihydro-2H-pyrido(3,2-b)(1,4)thiazine-6-carbaldehyde, 0.14 mL of acetic acid and 0.12 mL of triethylamine were added, and stirred for 3 hours, thereafter 53 mg of sodium triacetoxyborohydride was added, and stirred at room temperature for 45 min. Aqueous saturated sodium hydrogen carbonate solution and ethyl acetate were added, the or... Starting materials: ClC1=CC=C(OC(C(C)=O)C)C=C1 (3-(4-chlorophenoxy)-2-butanone), COC(N(C)C)OC (N,N-dimethylformamide dimethylacetal). The solvent is CO (methanol). Run at temperature 120 celsius. Product: ClC1=CC=C(OC(C(C=CN(C)C)=O)C)C=C1 (4-(4-chlorophenoxy)-1-(dimethylamino)-1-penten-3-one). Reaction SMILES: [Cl:1][C:2]1[CH:13]=[CH:12][C:5]([O:6][CH:7]([CH3:11])[C:8](=[O:10])[CH3:9])=[CH:4][CH:3]=1.CO[CH:16](OC)[N:17]([CH3:19])[CH3:18]>CO>[Cl:1][C:2]1[CH:13]=[CH:12][C:5]([O:6][CH:7]([CH3:11])[C:8](=[O:10])[CH:9]=[CH:16][N:17]([CH3:19])[CH3:18])=[CH:4][CH:3]=1. Procedure details: A mixture of 3-(4-chlorophenoxy)-2-butanone (34.50 g) and N,N-dimethylformamide dimethylacetal (20.70 g) was heated under argon in an oil bath at 120° C. for 13 hours. The methanol produced in the reaction was removed under reduced pressure and the residual oil was triturated with n-hexane. The solid was collected by filtration and washed with cold diethyl ether to give 4-(4-chlorophenoxy)-1-(dimethylamino)-1-penten-3-one. Yield 32.50 g. Reactants: Cc1ccccc1, CCCS(=O)(=O)Nc1ccc(F)c(C(=O)O)c1F, O=S(Cl)Cl. Yields the product CCCS(=O)(=O)Nc1ccc(F)c(C(=O)Cl)c1F. RXN SMILES: [CH3:23][c:24]1[cH:25][cH:26][cH:27][cH:28][cH:29]1.[F:1][c:2]1[c:3]([C:4](=[O:5])[OH:6])[c:7]([F:18])[cH:8][cH:9][c:10]1[NH:11][S:12](=[O:13])(=[O:14])[CH2:15][CH2:16][CH3:17].[S:19]([Cl:20])([Cl:21])=[O:22]>>[F:1][c:2]1[c:3]([C:4](=[O:5])[Cl:21])[c:7]([F:18])[cH:8][cH:9][c:10]1[NH:11][S:12](=[O:13])(=[O:14])[CH2:15][CH2:16][CH3:17]. Starting materials: intermediate 1, C(C1=CC=CC=C1)OC1=C(N=C(NC1=O)SC)C(=O)OCC (ethyl 5-benzyloxy-2-methylthio-6-oxo-1,6-dihydro-pyrimidine-4-carboxylate), C(C=C)(=O)OC (methyl acrylate), [F-].[Cs+] (cesium fluoride), intermediate 6. Product: C(C1=CC=CC=C1)OC1=C(N=C(N(C1=O)CCC(=O)OC)SC)C(=O)OCC (Ethyl 5-benzyloxy-1-(2-methoxycarbonylethyl)-2-methylthio-6-oxo-1,6-dihydro-pyrimidine-4-carboxylate). Isolated yield 82.0%. Reaction SMILES: [CH2:1]([O:8][C:9]1[C:14](=[O:15])[NH:13][C:12]([S:16][CH3:17])=[N:11][C:10]=1[C:18]([O:20][CH2:21][CH3:22])=[O:19])[C:2]1[CH:7]=[CH:6][CH:5]=[CH:4][CH:3]=1.[C:23]([O:27][CH3:28])(=[O:26])[CH:24]=[CH2:25].[F-].[Cs+]>>[CH2:1]([O:8][C:9]1[C:14](=[O:15])[N:13]([CH2:25][CH2:24][C:23]([O:27][CH3:28])=[O:26])[C:12]([S:16][CH3:17])=[N:11][C:10]=1[C:18]([O:20][CH2:21][CH3:22])=[O:19])[C:2]1[CH:7]=[CH:6][CH:5]=[CH:4][CH:3]=1 |f:2.3|. Reported procedure: Reaction of intermediate 1, ethyl 5-benzyloxy-2-methylthio-6-oxo-1,6-dihydro-pyrimidine-4-carboxylate, (1.500 g, 4.68 mmol) with methyl acrylate (25 ml) and cesium fluoride (0.19 g) for 18 h as described for the preparation of intermediate 6 gave 1.560 g (82% yield) of the title ester as a white solid; mp 62–63° C. 1HNMR 400 MHz (CDCl3) δ (ppm): 1.31 (3H, t, J=7.1 Hz, CH3), 2.59 (3H, s, SCH3), 2.78 (2H, m, CH2), 3.72 (3H, s, OCH3), 4.34 (4H, m, OCH2 and NCH2), 5.19 (2H, s, OCH2), 7.34 (3H, m, ar... Starting materials: BrC1=CC(=C(C=C1)Cl)CC1=CC=C(C=C1)COC1CC1 (4-bromo-1-chloro-2-(4-(2-cyclopropoxymethyl)benzyl)benzene), [Li]CCCC (n-BuLi), C[Si](O[C@H]1C(O[C@@H]([C@H]([C@@H]1O[Si](C)(C)C)O[Si](C)(C)C)CO[Si](C)(C)C)=O)(C)C ((3R,4S,5R,6R)-3,4,5-tris(trimethylsilyloxy)-6-((trimethylsilyloxy)methyl)tetrahydro-2H-pyran-2-one), CS(=O)(=O)O (methanesulfonic acid). Run in C1(=CC=CC=C1)C.C1CCOC1 (toluene THF), C1(=CC=CC=C1)C (toluene), CO (methanol). Conditions: temperature -65 celsius, time 30 minute. Product: ClC1=C(C=C(C=C1)C1(O[C@@H]([C@H]([C@@H]([C@H]1O)O)O)CO)OC)CC1=CC=C(C=C1)COC1CC1 ((3R,4S,5S,6R)-2-(4-chloro-3-(4-(cyclopropoxymethyl)benzyl)phenyl)-6-(hydroxymethyl)-2-methoxytetrahydro-2H-pyran-3,4,5-triol). Reaction SMILES: Br[C:2]1[CH:7]=[CH:6][C:5]([Cl:8])=[C:4]([CH2:9][C:10]2[CH:15]=[CH:14][C:13]([CH2:16][O:17][CH:18]3[CH2:20][CH2:19]3)=[CH:12][CH:11]=2)[CH:3]=1.[Li][CH2:22]CCC.C[Si](C)(C)[O:28][C@@H:29]1[C@@H:34]([O:35][Si](C)(C)C)[C@H:33]([O:40][Si](C)(C)C)[C@@H:32]([CH2:45][O:46][Si](C)(C)C)[O:31][C:30]1=[O:51].CS(O)(=O)=O>C1(C)C=CC=CC=1.C1COCC1.C1(C)C=CC=CC=1.CO>[Cl:8][C:5]1[CH:6]=[CH:7][C:2]([C:30]2([O:51][CH3:22])[C@H:29]([OH:28])[C@@H:34]([OH:35])[C@H:33]([OH:40])[C@@H:32]([CH2:45][OH:46])[O:31]2)=[CH:3][C:4]=1[CH2:9][C:10]1[CH:15]=[CH:14][C:13]([CH2:16][O:17][CH:18]2[CH2:20][CH2:19]2)=[CH:12][CH:11]=1 |f:4.5|. Procedure: To a solution of 4-bromo-1-chloro-2-(4-(2-cyclopropoxymethyl)benzyl)benzene (0.6 g, 1.71 mmol) in anhydrous toluene/THF (6 mL, v/v=2:1) was added dropwise n-BuLi (2.5 M in hexane, 0.82 mL) at −65° C., and the mixture was stirred for 30 min at −65 ° C. Then a −65° C. solution of (3R,4S,5R,6R)-3,4,5-tris(trimethylsilyloxy)-6-((trimethylsilyloxy)methyl)tetrahydro-2H-pyran-2-one (0.87 g, 1.88 mmol) in toluene (6 mL) was added dropwise over 15 min. The mixture was stirred at −65° C. for 3.5 h until s...